This data is from the Open Reaction Database (ORD), a public repository of structured organic reaction records. The task is: describe an organic reaction: reactants, conditions, products, and yield Starting materials: ClC1=NC(=NC2=CC=CC=C12)C (4-chloro-2-methyl-quinazoline), N1=CC=C(C=C1)NC ((pyridin-4-yl)-methyl-amine), examples 125c. The product is CC1=NC2=CC=CC=C2C(=N1)N(C)C1=CC=NC=C1 ((2-Methyl-quinazolin-4-yl)-(pyridin-4-yl)-methyl-amine). As a reaction SMILES: Cl[C:2]1[C:11]2[C:6](=[CH:7][CH:8]=[CH:9][CH:10]=2)[N:5]=[C:4]([CH3:12])[N:3]=1.[N:13]1[CH:18]=[CH:17][C:16]([NH:19][CH3:20])=[CH:15][CH:14]=1>>[CH3:12][C:4]1[N:3]=[C:2]([N:19]([C:16]2[CH:17]=[CH:18][N:13]=[CH:14][CH:15]=2)[CH3:20])[C:11]2[C:6](=[CH:7][CH:8]=[CH:9][CH:10]=2)[N:5]=1. Procedure details: The title compound was prepared from 4-chloro-2-methyl-quinazoline (0.178 g, 2.13 mmol) and (pyridin-4-yl)-methyl-amine (0.108 g, 1.84 mmol) by a procedure similar to examples 125c (0.224 g, 49%). 1H NMR (CDCl3): 8.39 (m, 2H), 7.91 (d, J=8.4, 1H), 7.73 (ddd, J=1.2, 6.6, 8.4, 1H), 7.41 (m, 1H), 7.23-7.29 (m, 1H), 6.79-6.82 (m, 2H), 3.70 (s, 3H), 2.83 (s, 3H). Reactants: CO, [H][H], NC(=O)c1[nH]cnc1-c1ccc([N+](=O)[O-])cc1. RXN SMILES: [CH3:20][OH:21].[H:18][H:19].[N+:1]([O-:2])(=[O:3])[c:4]1[cH:5][cH:6][c:7](-[c:10]2[c:11]([C:15](=[O:16])[NH2:17])[nH:12][cH:13][n:14]2)[cH:8][cH:9]1>>[NH2:1][c:4]1[cH:5][cH:6][c:7](-[c:10]2[c:11]([C:15](=[O:16])[NH2:17])[nH:12][cH:13][n:14]2)[cH:8][cH:9]1. The product is NC(=O)c1[nH]cnc1-c1ccc(N)cc1. The reactants are COC=1C=C(C=CC1OC)C1CC(NN=C1)=O (5-(3,4-dimethoxyphenyl)-2,3,4,5-tetrahydropyridazin-3-one), ice, CS(=O)C (dimethyl sulfoxide), BrN1C(CCC1=O)=O (N-bromosuccinimide). Run in O (water). Conditions: time 2 hour. Product: COC=1C=C(C=CC1OC)C1=CC(NN=C1)=O (5-(3,4-dimethoxyphenyl)pyridazin-3-one). Yield: 64.8%. RXN SMILES: [CH3:1][O:2][C:3]1[CH:4]=[C:5]([CH:11]2[CH:16]=[N:15][NH:14][C:13](=[O:17])[CH2:12]2)[CH:6]=[CH:7][C:8]=1[O:9][CH3:10].CS(C)=O.BrN1C(=O)CCC1=O>O>[CH3:1][O:2][C:3]1[CH:4]=[C:5]([C:11]2[CH:16]=[N:15][NH:14][C:13](=[O:17])[CH:12]=2)[CH:6]=[CH:7][C:8]=1[O:9][CH3:10]. Procedure: 5-(3,4-dimethoxyphenyl)-2,3,4,5-tetrahydropyridazin-3-one (288 mg) was suspended in a mixed solvent of dimethyl sulfoxide (3 ml) and water (0.1 ml), to which N-bromosuccinimide (438 mg) was added under cooling on ice. After the addition was complete, the reaction temperature was raised to room temperature and stirred for 2 hours. The reaction mixture was poured into an ice-cold water and the deposit was filtered. The residue was purified with flash chromatography (SiO2: eluted with ethyl acetate... Reactants: C(C)(C)(C)OC(=O)N1CC=2C=C3C(=CC2C[C@H]1C(N[C@@H](CC1=CC=C(C=C1)C1=C(C(=NC=C1)C)C)C(=O)OC)=O)OC[C@@H](O3)C3=CC=C(C=C3)OS(=O)(=O)C(F)(F)F ((3S,8S)-8-{(S)-2-[4-(2,3-Dimethyl-pyridin-4-yl)-phenyl]-1-methoxycarbonyl-ethylcarbamoyl}-3-(4-trifluoromethanesulfonyloxy-phenyl)-2,3,8,9-tetrahydro-6H-[1,4]dioxino[2,3-g]isoquinoline-7-carboxylic acid tert-butyl ester), ClC=1C=C(C=CC1)B(O)O (3-chlorophenylboronic acid), C(=O)([O-])[O-].[Na+].[Na+] (Na2CO3). Reagents/catalysts: C=1C=CC(=CC1)[P](C=2C=CC=CC2)(C=3C=CC=CC3)[Pd]([P](C=4C=CC=CC4)(C=5C=CC=CC5)C=6C=CC=CC6)([P](C=7C=CC=CC7)(C=8C=CC=CC8)C=9C=CC=CC9)[P](C=1C=CC=CC1)(C=1C=CC=CC1)C=1C=CC=CC1 (Pd(PPh3)4). Run in C1(=CC=CC=C1)C (toluene). Reaction conditions: temperature 90 celsius. Yields the product C(C)(C)(C)OC(=O)N1CC=2C=C3C(=CC2C[C@H]1C(N[C@@H](CC1=CC=C(C=C1)C1=C(C(=NC=C1)C)C)C(=O)OC)=O)OC[C@@H](O3)C3=CC=C(C=C3)C3=CC(=CC=C3)Cl ((3S,8S)-3-(3′-Chloro-biphenyl-4-yl)-8-{(S)-2-[4-(2,3-dimethyl-pyridin-4-yl)-phenyl]-1-methoxycarbonyl-ethylcarbamoyl}-2,3,8,9-tetrahydro-6H-[1,4]dioxino[2,3-g]isoquinoline-7-carboxylic acid tert-butyl ester). The yield is 54.5%. RXN SMILES: [C:1]([O:5][C:6]([N:8]1[C@H:17]([C:18](=[O:40])[NH:19][C@H:20]([C:36]([O:38][CH3:39])=[O:37])[CH2:21][C:22]2[CH:27]=[CH:26][C:25]([C:28]3[CH:33]=[CH:32][N:31]=[C:30]([CH3:34])[C:29]=3[CH3:35])=[CH:24][CH:23]=2)[CH2:16][C:15]2[CH:14]=[C:13]3[O:41][CH2:42][C@H:43]([C:45]4[CH:50]=[CH:49][C:48](OS(C(F)(F)F)(=O)=O)=[CH:47][CH:46]=4)[O:44][C:12]3=[CH:11][C:10]=2[CH2:9]1)=[O:7])([CH3:4])([CH3:3])[CH3:2].[Cl:59][C:60]1[CH:61]=[C:62](B(O)O)[CH:63]=[CH:64][CH:65]=1.C([O-])([O-])=O.[Na+].[Na+]>C1(C)C=CC=CC=1.C1C=CC([P]([Pd]([P](C2C=CC=CC=2)(C2C=CC=CC=2)C2C=CC=CC=2)([P](C2C=CC=CC=2)(C2C=CC=CC=2)C2C=CC=CC=2)[P](C2C=CC=CC=2)(C2C=CC=CC=2)C2C=CC=CC=2)(C2C=CC=CC=2)C2C=CC=CC=2)=CC=1>[C:1]([O:5][C:6]([N:8]1[C@H:17]([C:18](=[O:40])[NH:19][C@H:20]([C:36]([O:38][CH3:39])=[O:37])[CH2:21][C:22]2[CH:23]=[CH:24][C:25]([C:28]3[CH:33]=[CH:32][N:31]=[C:30]([CH3:34])[C:29]=3[CH3:35])=[CH:26][CH:27]=2)[CH2:16][C:15]2[CH:14]=[C:13]3[O:41][CH2:42][C@H:43]([C:45]4[CH:50]=[CH:49][C:48]([C:62]5[CH:63]=[CH:64][CH:65]=[C:60]([Cl:59])[CH:61]=5)=[CH:47][CH:46]=4)[O:44][C:12]3=[CH:11][C:10]=2[CH2:9]1)=[O:7])([CH3:4])([CH3:2])[CH3:3] |f:2.3.4,^1:85,87,106,125|. Procedure details: To a solution of (3S,8S)-8-{(S)-2-[4-(2,3-Dimethyl-pyridin-4-yl)-phenyl]-1-methoxycarbonyl-ethylcarbamoyl}-3-(4-trifluoromethanesulfonyloxy-phenyl)-2,3,8,9-tetrahydro-6H-[1,4]dioxino[2,3-g]isoquinoline-7-carboxylic acid tert-butyl ester (0.075 g) in toluene (4.0 mL) was added 3-chlorophenylboronic acid (0.0337 g), Pd(PPh3)4 (0.0052 g), and Na2CO3 (24 mg in 1.0 mL H2O). The mixture was heated at 90° C. for 3.0 hours. After completion of the reaction, the aqueous layer was drained. The organic lay... Starting materials: C(=O)NCC(=O)C1=CC=C(SCC(=O)OC)C=C1 (methyl 4-[N-(formyl)aminoacetyl]-thiophenoxyacetate), Cl (hydrogen chloride). The solvent is CO (methanol). Yields the product Cl.NCC(=O)C1=CC=C(SCC(=O)OC)C=C1 (methyl 4-(aminoacetyl)thiophenoxyacetate hydrochloride). Reaction SMILES: C([NH:3][CH2:4][C:5]([C:7]1[CH:18]=[CH:17][C:10]([S:11][CH2:12][C:13]([O:15][CH3:16])=[O:14])=[CH:9][CH:8]=1)=[O:6])=O.[ClH:19]>CO>[ClH:19].[NH2:3][CH2:4][C:5]([C:7]1[CH:8]=[CH:9][C:10]([S:11][CH2:12][C:13]([O:15][CH3:16])=[O:14])=[CH:17][CH:18]=1)=[O:6] |f:3.4|. Reported procedure: A mixture of methyl 4-[N-(formyl)aminoacetyl]-thiophenoxyacetate (10.1g.) and a saturated solution of hydrogen chloride in methanol (100ml.) was left at room temperature for 4 days. The mixture was then evaporated in vacuo and the residue recrystallised from a mixture of ether and methanol to give methyl 4-(aminoacetyl)thiophenoxyacetate hydrochloride (Example 33) (9.5g.), m.p. 161°-165° C. (decomposition, monohydrate). Starting materials: C(CCCC)C1=CC=C(C=C1)C1=CC=C(C=C1)CC[C@@H]1CC[C@H](CC1)C=O (trans-4-[2-(4'-pentyl-4-biphenylyl)ethyl]cyclohexanecarboxaldehyde), CCCCCC (hexane), C1(=CC=CC=C1)P(C1=CC=CC=C1)C1=CC=CC=C1 (triphenylphosphine), BrC(Br)(Br)Br (tetrabromomethane). Run in C(Cl)Cl (methylene chloride), C(Cl)Cl (methylene chloride). Reaction conditions: temperature -15 celsius, time 10 minute. Yields the product residue, BrC(=C[C@@H]1CC[C@H](CC1)CCC1=CC=C(C=C1)C1=CC=C(C=C1)CCCCC)Br (4-[2-[trans-4-(2,2-dibromovinyl)cyclohexyl]ethyl]-4'-pentylbiphenyl). Isolated yield 86.1%. As a reaction SMILES: C1(P(C2C=CC=CC=2)C2C=CC=CC=2)C=CC=CC=1.[Br:20][C:21]([Br:24])(Br)Br.[CH2:25]([C:30]1[CH:35]=[CH:34][C:33]([C:36]2[CH:41]=[CH:40][C:39]([CH2:42][CH2:43][C@H:44]3[CH2:49][CH2:48][C@H:47]([CH:50]=O)[CH2:46][CH2:45]3)=[CH:38][CH:37]=2)=[CH:32][CH:31]=1)[CH2:26][CH2:27][CH2:28][CH3:29].CCCCCC>C(Cl)Cl>[Br:20][C:21]([Br:24])=[CH:50][C@H:47]1[CH2:48][CH2:49][C@H:44]([CH2:43][CH2:42][C:39]2[CH:38]=[CH:37][C:36]([C:33]3[CH:34]=[CH:35][C:30]([CH2:25][CH2:26][CH2:27][CH2:28][CH3:29])=[CH:31][CH:32]=3)=[CH:41][CH:40]=2)[CH2:45][CH2:46]1. Reported procedure: A solution of 6.7 g of triphenylphosphine in 60 ml of methylene chloride was placed at -20° C. under argon gasification in a sulphonation flask equipped with a thermometer, dropping funnel and solid substance addition tube and treated within 5 minutes with 4.3 g of tetrabromomethane. The clear orange solution was stirred at -15° C. for a further 10 minutes and then a solution of 2.33 g of trans-4-[2-(4'-pentyl-4-biphenylyl)ethyl]cyclohexanecarboxaldehyde in 40 ml of methylene chloride was added ... The reactants are CCOC(=O)/N=N/C(=O)OCC (DEAD), S1C(=CC=C1)CO (thiophene methanol), C1(=CC=CC=C1)P(C1=CC=CC=C1)C1=CC=CC=C1 (triphenyl phosphine), BrC1=CC=C(C(C(=O)OC)=C1)O (Methyl 5-bromosalicylate). Run in C1CCOC1 (THF). Reaction conditions: time 18 hour. Yields the product BrC=1C=CC(=C(C(=O)OC)C1)OCC=1SC=CC1 (methyl 5-bromo-2-(2-thienylmethoxy)benzoate). Isolated yield 55.0%. RXN SMILES: [Br:1][C:2]1[CH:11]=[C:6]([C:7]([O:9][CH3:10])=[O:8])[C:5]([OH:12])=[CH:4][CH:3]=1.[S:13]1[CH:17]=[CH:16][CH:15]=[C:14]1[CH2:18]O.C1(P(C2C=CC=CC=2)C2C=CC=CC=2)C=CC=CC=1.CCOC(/N=N/C(OCC)=O)=O>C1COCC1>[Br:1][C:2]1[CH:3]=[CH:4][C:5]([O:12][CH2:18][C:14]2[S:13][CH:17]=[CH:16][CH:15]=2)=[C:6]([CH:11]=1)[C:7]([O:9][CH3:10])=[O:8]. Reported procedure: Methyl 5-bromosalicylate [prepared by treating methyl 5-bromosalicyclic acid with methanol and sulphuric acid] (4.62 g, 20 mmol) was dissolved in THF (150 mL) and treated with thiophene methanol (2.28 g, 20 mmol) and triphenyl phosphine (10.4 g, 40 mmol). The reaction was cooled in an ice bath and treated with DEAD (6.96 g, 20 mmol). The resultant orange solution was allowed to stir at ambient temperature under argon for 18 hours. The reaction mixture was evaporated and the residue subjected to ...